This data is from the Open Reaction Database (ORD), a public repository of structured organic reaction records. The task is: describe an organic reaction: reactants, conditions, products, and yield Reactants: BrCc1ccccc1, CCO, CCN(C(C)C)C(C)C, [Na+], [OH-], Sc1nnc(-c2ccccc2)o1. The product is c1ccc(CSc2nnc(-c3ccccc3)o2)cc1. RXN SMILES: [Br:22][CH2:23][c:24]1[cH:25][cH:26][cH:27][cH:28][cH:29]1.[CH3:32][CH2:33][OH:34].[CH:13]([N:14]([CH:15]([CH3:16])[CH3:17])[CH2:18][CH3:19])([CH3:20])[CH3:21].[Na+:31].[OH-:30].[c:1]1(-[c:7]2[n:8][n:9][c:10]([SH:12])[o:11]2)[cH:2][cH:3][cH:4][cH:5][cH:6]1>>[c:1]1(-[c:7]2[n:8][n:9][c:10]([S:12][CH2:23][c:24]3[cH:25][cH:26][cH:27][cH:28][cH:29]3)[o:11]2)[cH:2][cH:3][cH:4][cH:5][cH:6]1. Starting materials: COCCOCCBr, O=C([O-])[O-], CC(C)=O, [K+], [K+], O=Cc1cccc(O)c1. Yields the product COCCOCCOc1cccc(C=O)c1. As a reaction SMILES: [Br:16][CH2:17][CH2:18][O:19][CH2:20][CH2:21][O:22][CH3:23].[C:10](=[O:11])([O-:12])[O-:13].[CH3:24][C:25](=[O:26])[CH3:27].[K+:14].[K+:15].[OH:1][c:2]1[cH:3][c:4]([CH:5]=[O:6])[cH:7][cH:8][cH:9]1>>[O:1]([c:2]1[cH:3][c:4]([CH:5]=[O:6])[cH:7][cH:8][cH:9]1)[CH2:17][CH2:18][O:19][CH2:20][CH2:21][O:22][CH3:23]. The reactants are CCOC(=O)C(C(=O)OCC)c1ccc(OCC)cc1, Fc1ccc(COCCl)cc1Oc1ccccc1, [Na], C1COCCO1. The product is CCOC(=O)C(COCc1ccc(F)c(Oc2ccccc2)c1)(C(=O)OCC)c1ccc(OCC)cc1. RXN SMILES: [CH2:2]([CH3:3])[O:4][c:5]1[cH:6][cH:7][c:8]([CH:11]([C:12](=[O:13])[O:14][CH2:15][CH3:16])[C:17](=[O:18])[O:19][CH2:20][CH3:21])[cH:9][cH:10]1.[Cl:22][CH2:23][O:24][CH2:25][c:26]1[cH:27][c:28]([O:33][c:34]2[cH:35][cH:36][cH:37][cH:38][cH:39]2)[c:29]([F:32])[cH:30][cH:31]1.[Na:1].[O:40]1[CH2:41][CH2:42][O:43][CH2:44][CH2:45]1>>[CH2:2]([CH3:3])[O:4][c:5]1[cH:6][cH:7][c:8]([C:11]([C:12](=[O:13])[O:14][CH2:15][CH3:16])([C:17](=[O:18])[O:19][CH2:20][CH3:21])[CH2:23][O:24][CH2:25][c:26]2[cH:27][c:28]([O:33][c:34]3[cH:35][cH:36][cH:37][cH:38][cH:39]3)[c:29]([F:32])[cH:30][cH:31]2)[cH:9][cH:10]1. The reactants are CC1(OC2=C(C1)C=C(C=C2)COC2=CC=C(N)C=C2)C (4-(2,3-dihydro-2,2-dimethyl-5-benzofuranylmethyloxy)aniline), CON(C(=O)Cl)C (N-methoxy-N-methylcarbamoyl chloride). The solvent is N1=CC=CC=C1 (pyridine). Product: CC1(OC2=C(C1)C=C(C=C2)COC2=CC=C(C=C2)NC(=O)N(C)OC)C (1-[4-(2,3-dihydro-2,2-dimethyl-5-benzofuranylmethyloxy)phenyl]-3-methoxy-3-methylurea). Yield: 83.2%. Reaction SMILES: [CH3:1][C:2]1([CH3:20])[CH2:6][C:5]2[CH:7]=[C:8]([CH2:11][O:12][C:13]3[CH:19]=[CH:18][C:16]([NH2:17])=[CH:15][CH:14]=3)[CH:9]=[CH:10][C:4]=2[O:3]1.[CH3:21][O:22][N:23]([CH3:27])[C:24](Cl)=[O:25]>N1C=CC=CC=1>[CH3:1][C:2]1([CH3:20])[CH2:6][C:5]2[CH:7]=[C:8]([CH2:11][O:12][C:13]3[CH:19]=[CH:18][C:16]([NH:17][C:24]([N:23]([O:22][CH3:21])[CH3:27])=[O:25])=[CH:15][CH:14]=3)[CH:9]=[CH:10][C:4]=2[O:3]1. Reported procedure: 6.9 g of 4-(2,3-dihydro-2,2-dimethyl-5-benzofuranylmethyloxy)aniline was dissolved into 30 ml of pyridine, and 3.8 g of N-methoxy-N-methylcarbamoyl chloride was slowly added dropwise thereto under cooling with ice. After 2-hours' continuous stirring, pyridine was distilled off under a reduced pressure, and the residual oily matter was dissolved into 100 ml of toluene. After the solution was subsequently washed with water, diluted hydrochloric acid and saturated sodium chloride aqueous solution, ... The reactants are Cc1cc(C)cc(C(=O)c2[nH]c(=O)[nH]c(=O)c2C(C)C)c1, Fc1cc(F)cc(CBr)c1. Product: Cc1cc(C)cc(C(=O)c2c(C(C)C)c(=O)[nH]c(=O)n2Cc2cc(F)cc(F)c2)c1. Reaction SMILES: [CH:1]([CH3:2])([CH3:3])[c:4]1[c:5](=[O:21])[nH:6][c:7](=[O:20])[nH:8][c:9]1[C:10]([c:11]1[cH:12][c:13]([CH3:18])[cH:14][c:15]([CH3:17])[cH:16]1)=[O:19].[F:22][c:23]1[cH:24][c:25]([CH2:26][Br:27])[cH:28][c:29]([F:31])[cH:30]1>>[CH:1]([CH3:2])([CH3:3])[c:4]1[c:5](=[O:21])[nH:6][c:7](=[O:20])[n:8]([CH2:26][c:25]2[cH:24][c:23]([F:22])[cH:30][c:29]([F:31])[cH:28]2)[c:9]1[C:10]([c:11]1[cH:12][c:13]([CH3:18])[cH:14][c:15]([CH3:17])[cH:16]1)=[O:19]. The reactants are CC(=O)[O-], CCO, CN1CCC(=O)c2c(ccn2CCCCCl)S1(=O)=O, Cl, NO, [Na+]. Yields the product CN1CCC(=NO)c2c(ccn2CCCCCl)S1(=O)=O. As a reaction SMILES: [CH3:24][C:25](=[O:26])[O-:27].[CH3:28][CH2:29][OH:30].[Cl:1][CH2:2][CH2:3][CH2:4][CH2:5][n:6]1[cH:7][cH:8][c:9]2[c:10]1[C:11](=[O:19])[CH2:12][CH2:13][N:14]([CH3:18])[S:15]2(=[O:16])=[O:17].[ClH:20].[NH2:21][OH:22].[Na+:23]>>[Cl:1][CH2:2][CH2:3][CH2:4][CH2:5][n:6]1[cH:7][cH:8][c:9]2[c:10]1[C:11](=[N:21][OH:22])[CH2:12][CH2:13][N:14]([CH3:18])[S:15]2(=[O:16])=[O:17]. Reactants: COC(C1=CC=C(C=C1)OC1=CC(=CC=C1)S(=O)(=O)C)=O (4-(3-methanesulfonyl-phenoxy)-benzoic acid methyl ester), COC(C1=CC=C(C=C1)OC1=CC(=CC=C1)S(=O)(=O)C)=O (4-(3-methanesulfonyl-phenoxy)-benzoic acid methyl ester), [OH-].[Na+] (sodium hydroxide). The solvent is CO.O1CCCC1 (methanol tetrahydrofuran). Product: CS(=O)(=O)C=1C=C(OC2=CC=C(C(=O)O)C=C2)C=CC1 (4-(3-Methanesulfonyl-phenoxy)-benzoic acid). RXN SMILES: C[O:2][C:3](=[O:21])[C:4]1[CH:9]=[CH:8][C:7]([O:10][C:11]2[CH:16]=[CH:15][CH:14]=[C:13]([S:17]([CH3:20])(=[O:19])=[O:18])[CH:12]=2)=[CH:6][CH:5]=1.[OH-].[Na+]>CO.O1CCCC1>[CH3:20][S:17]([C:13]1[CH:12]=[C:11]([CH:16]=[CH:15][CH:14]=1)[O:10][C:7]1[CH:8]=[CH:9][C:4]([C:3]([OH:21])=[O:2])=[CH:5][CH:6]=1)(=[O:18])=[O:19] |f:1.2,3.4|. Reported procedure: A stirred solution of 4-(3-methanesulfonyl-phenoxy)-benzoic acid methyl ester (1.0 mmol) (see Intermediate 12) in 1:1 methanol/tetrahydrofuran (0.15 M), is treated with 2 N sodium hydroxide (3.0 mmol) and heated to reflux for one hour. The reaction is concentrated in vacuo. 1 N Hydrochloric acid and water are added and the mixture extracted with 10% isopropanol/dichloromethane. The organic portion is concentrated in vacuo to yield the desired product. MS (m/e): 291.0 (M−1). Starting materials: [Al], CCCCCCCCCCCCCCN(C)C, OO. The product is CCCCCCCCCCCCCC[N+](C)(C)[O-]. Reaction SMILES: [Al:20].[CH3:1][N:2]([CH2:3][CH2:4][CH2:5][CH2:6][CH2:7][CH2:8][CH2:9][CH2:10][CH2:11][CH2:12][CH2:13][CH2:14][CH2:15][CH3:16])[CH3:17].[OH:18][OH:19]>>[CH3:1][N+:2]([CH2:3][CH2:4][CH2:5][CH2:6][CH2:7][CH2:8][CH2:9][CH2:10][CH2:11][CH2:12][CH2:13][CH2:14][CH2:15][CH3:16])([CH3:17])[O-:18]. Starting materials: OC1=NC2=CC=CC=C2C(=C1O)O (2,3,4-Trihydroxyquinoline), OS(=O)(=O)O (H2SO4), KIO4. Run at temperature 25 celsius, time 2 hour. The product is N1C(C(C(C2=CC=CC=C12)=O)=O)=O (Quinoline-2,3,4-trione). Yield: 67.1%. As a reaction SMILES: [OH:1][C:2]1[C:11]([OH:12])=[C:10]([OH:13])[C:9]2[C:4](=[CH:5][CH:6]=[CH:7][CH:8]=2)[N:3]=1.OS(O)(=O)=O>>[NH:3]1[C:4]2[C:9](=[CH:8][CH:7]=[CH:6][CH:5]=2)[C:10](=[O:13])[C:11](=[O:12])[C:2]1=[O:1]. Reported procedure: To a mixture of 335 mg (1.89 mmol) of 11a in 4 mL of aqueous 0.1N H2SO4 was added dropwise 10 mL of aqueous 0.2M KIO4 (2 mmol) at 25° C. The mixture was stirred at 25° C. for 2 h, filtered and washed with water, dried to leave 222 mg (67%) of 12a as an almost colorless solid, mp>250° C. 1H NMR (DMSO-d6), 7.043 (d, 1, J=8.4), 7.089 (t, 1, J=7.8), 7.232 (s, 2), 7.577 (t, 1, J=7.8), 7.735 (d, 1, J=7.5), 10.735 (s, 1). 1H NMR (DMSO-d6 +D2O), 7.043 (d, 1), 7.098 (t, 1), 7.577 (t, 1), 7.735 (d, 1). MS...